describe an organic reaction: reactants, conditions, products, and yield From a dataset of the Open Reaction Database (ORD), a public repository of structured organic reaction records. Reactants: C1CCOC1, COC(=O)C1=Cc2cc(OCc3ccc(C)cc3)ccc2CCC1, CO, Cl, [Na+], [OH-]. Yields the product Cc1ccc(COc2ccc3c(c2)C=C(C(=O)O)CCC3)cc1. Reaction SMILES: [CH2:30]1[O:31][CH2:32][CH2:33][CH2:34]1.[CH3:1][c:2]1[cH:3][cH:4][c:5]([CH2:6][O:7][c:8]2[cH:9][cH:10][c:11]3[c:12]([cH:22]2)[CH:13]=[C:14]([C:18](=[O:19])[O:20][CH3:21])[CH2:15][CH2:16][CH2:17]3)[cH:23][cH:24]1.[CH3:28][OH:29].[ClH:27].[Na+:26].[OH-:25]>>[CH3:1][c:2]1[cH:3][cH:4][c:5]([CH2:6][O:7][c:8]2[cH:9][cH:10][c:11]3[c:12]([cH:22]2)[CH:13]=[C:14]([C:18](=[O:19])[OH:20])[CH2:15][CH2:16][CH2:17]3)[cH:23][cH:24]1. Reactants: C(C)(=O)OCC=1CS[C@H]2N(C1C(=O)[O-])C([C@H]2NC(C(=NOC)C=2OC=CC2)=O)=O.[NH4+] (ammonium (6R,7R)-3-acetoxymethyl-7-[2-(fur-2-yl)-2-methoxyiminoacetamido]ceph-3-em-4-carboxylate). Run in CO (methanol). Product: C(N)(=O)OCC=1CS[C@H]2N(C1C(=O)O)C([C@H]2NC(C(=NOC)C=2OC=CC2)=O)=O ((6R,7R)-3-Carbamoyloxymethyl-7-[2(fur-2-yl)-2-methoxyiminoacetamido]ceph-3-em-4-carboxylic acid). Reaction SMILES: [C:1]([O:4][CH2:5][C:6]1[CH2:7][S:8][C@@H:9]2[C@H:16]([NH:17][C:18](=[O:28])[C:19]([C:23]3[O:24][CH:25]=[CH:26][CH:27]=3)=[N:20][O:21][CH3:22])[C:15](=[O:29])[N:10]2[C:11]=1[C:12]([O-:14])=[O:13])(=[O:3])C.[NH4+:30]>CO>[C:1]([O:4][CH2:5][C:6]1[CH2:7][S:8][C@@H:9]2[C@H:16]([NH:17][C:18](=[O:28])[C:19]([C:23]3[O:24][CH:25]=[CH:26][CH:27]=3)=[N:20][O:21][CH3:22])[C:15](=[O:29])[N:10]2[C:11]=1[C:12]([OH:14])=[O:13])(=[O:3])[NH2:30] |f:0.1|. Procedure: The process was repeated with ammonium (6R,7R)-3-acetoxymethyl-7-[2-(fur-2-yl)-2-methoxyiminoacetamido]ceph-3-em-4-carboxylate (syn isomer) (40 mg) as substrate and with the addition of pig liver acetylesterase (1 unit). Analysis of the product by TLC (silicachloroform/methanol/90% formic acid - 90:16:4) showed the presence of a new u.v. absorbing spot with an identical Rf to the standard sample of title compound. The reactants are CN(C)C=O, CCN(C(C)C)C(C)C, Fc1ccc(-c2csc3ncnc(Cl)c23)cc1, CC(=O)Nc1cccc(OCCCN)c1. The product is CC(=O)Nc1cccc(OCCCNc2ncnc3scc(-c4ccc(F)cc4)c23)c1. RXN SMILES: [CH3:42][N:43]([CH3:44])[CH:45]=[O:46].[CH:33]([N:34]([CH:35]([CH3:36])[CH3:37])[CH2:38][CH3:39])([CH3:40])[CH3:41].[Cl:1][c:2]1[c:3]2[c:4]([n:5][cH:6][n:7]1)[s:8][cH:9][c:10]2-[c:11]1[cH:12][cH:13][c:14]([F:17])[cH:15][cH:16]1.[NH2:18][CH2:19][CH2:20][CH2:21][O:22][c:23]1[cH:24][c:25]([NH:29][C:30]([CH3:31])=[O:32])[cH:26][cH:27][cH:28]1>>[c:2]1([NH:18][CH2:19][CH2:20][CH2:21][O:22][c:23]2[cH:24][c:25]([NH:29][C:30]([CH3:31])=[O:32])[cH:26][cH:27][cH:28]2)[c:3]2[c:4]([n:5][cH:6][n:7]1)[s:8][cH:9][c:10]2-[c:11]1[cH:12][cH:13][c:14]([F:17])[cH:15][cH:16]1. Starting materials: [NH4+].[Cl-] (NH4Cl), BrC=1C=C2C(=NC1)OC(CO2)CO[Si](C)(C)C(C)(C)C (7-bromo-3-[[[(1,1-dimethylethyl)dimethylsilyl]oxy]methyl]-2,3-dihydro-[1,4]dioxino[2,3-b]pyridine), IC (iodomethane), [Li]CCCC (BuLi). Solvent: C1CCOC1 (THF). Reaction conditions: temperature -78 celsius, time 75 minute. The product is CC(C)(C)[Si](OCC1COC=2C(=NC=C(C2)C)O1)(C)C (3-[[[(1,1-dimethylethyl)dimethyl-silyl]oxy]methyl]-2,3-dihydro-7-methyl-[1,4]dioxino[2,3-b]pyridine). Yield: 41.9%. Reaction SMILES: Br[C:2]1[CH:3]=[C:4]2[O:11][CH2:10][CH:9]([CH2:12][O:13][Si:14]([C:17]([CH3:20])([CH3:19])[CH3:18])([CH3:16])[CH3:15])[O:8][C:5]2=[N:6][CH:7]=1.[Li][CH2:22]CCC.IC.[NH4+].[Cl-]>C1COCC1>[CH3:18][C:17]([Si:14]([CH3:16])([CH3:15])[O:13][CH2:12][CH:9]1[O:8][C:5]2=[N:6][CH:7]=[C:2]([CH3:22])[CH:3]=[C:4]2[O:11][CH2:10]1)([CH3:20])[CH3:19] |f:3.4|. Reported procedure: Reaction under nitrogen atmosphere. A solution of intermediate (37) (0.00194 mol) in THF was cooled to −78° C. BuLi (0.00214 mol, 2.5M) was added dropwise and the mixture was stirred for 75 minutes at −78° C. Then, iodomethane (00214 mol) was added and the reaction mixture was stirred for 45 minutes. A saturated aqueous NH4Cl solution was added and the mixture was allowed to warm to room temperature. This mixture was extracted with ethyl acetate. The separated organic layer was dried, filtered a...